From a dataset of the Open Reaction Database (ORD), a public repository of structured organic reaction records. describe an organic reaction: reactants, conditions, products, and yield Reactants: CSc1sc(C(=N)NC(=O)OC(C)(C)C)cc1S(=O)(=O)c1cccc(-c2cncnc2C)c1, ClCCl, O, O=C(O)C(F)(F)F. The product is CSc1sc(C(=N)N)cc1S(=O)(=O)c1cccc(-c2cncnc2C)c1. RXN SMILES: [C:1]([O:2][C:3](=[O:4])[NH:7][C:8]([c:9]1[s:10][c:11]([S:30][CH3:31])[c:12]([S:14](=[O:15])(=[O:16])[c:17]2[cH:18][c:19](-[c:23]3[c:24]([CH3:29])[n:25][cH:26][n:27][cH:28]3)[cH:20][cH:21][cH:22]2)[cH:13]1)=[NH:32])([CH3:5])([CH3:6])[CH3:33].[Cl:42][CH2:43][Cl:44].[OH2:34].[OH:35][C:36]([C:37]([F:38])([F:39])[F:40])=[O:41]>>[NH:7]=[C:8]([c:9]1[s:10][c:11]([S:30][CH3:31])[c:12]([S:14](=[O:15])(=[O:16])[c:17]2[cH:18][c:19](-[c:23]3[c:24]([CH3:29])[n:25][cH:26][n:27][cH:28]3)[cH:20][cH:21][cH:22]2)[cH:13]1)[NH2:32]. Starting materials: ClC=1N=C(C(=NC1)N)OCC=1C=NC=CC1 (5-chloro-3-(3-pyridinylmethoxy)-2-pyrazinamine), ClC=1C(=C(C=CC1)S(=O)(=O)Cl)F (3-chloro-2-fluorobenzenesulphonyl chloride). Yields the product ClC=1C(=C(C=CC1)S(=O)(=O)NC1=NC=C(N=C1OCC=1C=NC=CC1)Cl)F (3-Chloro-N-[5-chloro-3-(3-pyridinylmethoxy)-2-pyrazinyl]-2-fluorobenzenesulphonamide). Reaction SMILES: [Cl:1][C:2]1[N:3]=[C:4]([O:9][CH2:10][C:11]2[CH:12]=[N:13][CH:14]=[CH:15][CH:16]=2)[C:5]([NH2:8])=[N:6][CH:7]=1.[Cl:17][C:18]1[C:19]([F:28])=[C:20]([S:24](Cl)(=[O:26])=[O:25])[CH:21]=[CH:22][CH:23]=1>>[Cl:17][C:18]1[C:19]([F:28])=[C:20]([S:24]([NH:8][C:5]2[C:4]([O:9][CH2:10][C:11]3[CH:12]=[N:13][CH:14]=[CH:15][CH:16]=3)=[N:3][C:2]([Cl:1])=[CH:7][N:6]=2)(=[O:26])=[O:25])[CH:21]=[CH:22][CH:23]=1. Procedure details: Prepared by the method of Example 1 (reaction performed at room temperature) using 5-chloro-3-(3-pyridinylmethoxy)-2-pyrazinamine (Example 95a) (0.1 g) and 3-chloro-2-fluorobenzenesulphonyl chloride (0.1 g). Yield 0.034 g. Starting materials: CC(=O)NNc1ccc(N=Cc2ccccc2)cc1, CCO, [H][H], O=[Pt]. Yields the product CC(=O)NNc1ccc(NCc2ccccc2)cc1. Reaction SMILES: [C:1]([CH3:2])(=[O:3])[NH:4][NH:5][c:6]1[cH:7][cH:8][c:9]([N:12]=[CH:13][c:14]2[cH:15][cH:16][cH:17][cH:18][cH:19]2)[cH:10][cH:11]1.[CH3:22][CH2:23][OH:24].[H:20][H:21].[Pt:25]=[O:26]>>[C:1]([CH3:2])(=[O:3])[NH:4][NH:5][c:6]1[cH:7][cH:8][c:9]([NH:12][CH2:13][c:14]2[cH:15][cH:16][cH:17][cH:18][cH:19]2)[cH:10][cH:11]1. Product: bis hydrochloride, FC1=C(C=CC=C1F)[C@@H]1CC[C@H](C=2N(C1)C(=NN2)C2(CC2)C(F)(F)F)N ((6S,9R)-6-(2,3-Difluorophenyl)-3-[1-(trifluoromethyl)cyclopropyl]-6,7,8,9-tetrahydro-5H-[1,2,4]triazolo[4,3-a]azepin-9-amine). Reaction conditions: time 1.5 hour. The reactants are Cl (Hydrochloric acid), FC1=C(C=CC=C1F)[C@@H]1CC[C@H](C=2N(C1)C(=NN2)C2(CC2)C(F)(F)F)NC(OC(C)(C)C)=O (tert-butyl {(6S,9R)-6-(2,3-difluorophenyl)-3-[1-(trifluoromethyl)cyclopropyl]-6,7,8,9-tetrahydro-5H-[1,2,4]triazolo[4,3-a]azepin-9-yl}carbamate). Yield: 122.7%. Solvent: O1CCOCC1 (1,4-dioxane). Procedure: Hydrochloric acid (4.0 M in dioxane; 5 mL, 20.0 mmol) was added to a solution of tert-butyl {(6S,9R)-6-(2,3-difluorophenyl)-3-[1-(trifluoromethyl)cyclopropyl]-6,7,8,9-tetrahydro-5H-[1,2,4]triazolo[4,3-a]azepin-9-yl}carbamate (440 mg, 0.93 mmol) in 1,4-dioxane (5 mL). After 1.5 h, the reaction mixture was concentrated to give the bis hydrochloride salt of the title compound (425 mg). MS 347.1 (M+1). Reaction SMILES: Cl.[F:2][C:3]1[C:8]([F:9])=[CH:7][CH:6]=[CH:5][C:4]=1[C@H:10]1[CH2:16][N:15]2[C:17]([C:20]3([C:23]([F:26])([F:25])[F:24])[CH2:22][CH2:21]3)=[N:18][N:19]=[C:14]2[C@H:13]([NH:27]C(=O)OC(C)(C)C)[CH2:12][CH2:11]1>O1CCOCC1>[F:2][C:3]1[C:8]([F:9])=[CH:7][CH:6]=[CH:5][C:4]=1[C@H:10]1[CH2:16][N:15]2[C:17]([C:20]3([C:23]([F:26])([F:24])[F:25])[CH2:21][CH2:22]3)=[N:18][N:19]=[C:14]2[C@H:13]([NH2:27])[CH2:12][CH2:11]1. Reactants: COS(=O)(=O)OC (dimethylsulfate), BrC1=CC(=C(C=C1C(C)C)S)C(C)C (4-bromo-2,5-diisopropylbenzenethiol), [OH-].[Na+] (sodium hydroxide). The solvent is O (water). Reaction conditions: time 3 hour. The product is CSC1=C(C=C(C(=C1)C(C)C)Br)C(C)C (4-bromo-2,5-diisopropylphenyl methyl sulfide). Yield: 77.6%. Reaction SMILES: [Br:1][C:2]1[C:7]([CH:8]([CH3:10])[CH3:9])=[CH:6][C:5]([SH:11])=[C:4]([CH:12]([CH3:14])[CH3:13])[CH:3]=1.[OH-].[Na+].[CH3:17]OS(OC)(=O)=O>O>[CH3:17][S:11][C:5]1[CH:6]=[C:7]([CH:8]([CH3:9])[CH3:10])[C:2]([Br:1])=[CH:3][C:4]=1[CH:12]([CH3:14])[CH3:13] |f:1.2|. Procedure details: A mixture of 78.4 g of 4-bromo-2,5-diisopropylbenzenethiol and 12.8 g of sodium hydroxide was stirred together in 200 ml of water while 50.4 g of dimethylsulfate was added at a rate to maintain the reaction temperature between 45°-55°C. After stirring for 3 hours at ambient temperature, the reaction mixture was extracted with ether. The ether solution, washed with half saturated sodium chloride solution and dried over sodium sulfate, was concentrated to an oil which was distilled to give 64 g of...